describe an organic reaction: reactants, conditions, products, and yield From a dataset of the Open Reaction Database (ORD), a public repository of structured organic reaction records. Starting materials: C(C)OC(C(=O)OCC)=O (diethyloxalate), C(C(C)C)C(=O)C (isobutylmethyl ketone), [Na] (Sodium). Run in C(C)O (ethanol). Run at temperature 60 celsius, time 1 hour. The product is C(C)OC(CC(CC(C)C)=O)=O (5-methyl-3-oxo-hexanoic acid ethyl ester). Yield: 116.1%. As a reaction SMILES: [Na].C(O[C:5](=O)[C:6]([O:8][CH2:9][CH3:10])=[O:7])C.[CH2:12]([C:16](C)=[O:17])[CH:13]([CH3:15])[CH3:14]>C(O)C>[CH2:9]([O:8][C:6](=[O:7])[CH2:5][C:16](=[O:17])[CH2:12][CH:13]([CH3:15])[CH3:14])[CH3:10] |^1:0|. Procedure details: Sodium pellets (4.6 g, 200 mmol) were dissolved in ethanol (165 ml) under nitrogen at room temperature and a solution of diethyloxalate (13.5 ml, 100 mmol) in isobutylmethyl ketone (30 ml, 200 mmol) was added dropwise at room temperature over 20 minutes. The reaction was heated to 60° C. and stirred at this temperature for one hour. After cooling to room temperature the reaction was poured onto ice-cold 2N HCl (200 ml) and extracted with diethylether (4×200 ml). The combined organic extracts wer... Starting materials: CNC (dimethylamine), O (water), NNC(=S)NN (thiocarbohydrazide), S(Cl)Cl (sulfur dichloride), NaCH, O (water), CC(C(C)(C)C)=O (pinacolone), Cl (HCl), CNC (dimethylamine). The product is C(C)(C)(C)C=1C(N(C(=NN1)S)N)=O (6-tert.-butyl-3-mercapto-4-amino-1,2,4-triazin-5-(4H)-one). RXN SMILES: S(Cl)Cl.[CH3:4][C:5](=O)[C:6]([CH3:9])([CH3:8])[CH3:7].Cl.CNC.[NH2:15][NH:16][C:17]([NH:19][NH2:20])=[S:18].[OH2:21]>>[C:6]([C:5]1[C:4](=[O:21])[N:16]([NH2:15])[C:17]([SH:18])=[N:19][N:20]=1)([CH3:9])([CH3:8])[CH3:7]. Procedure: 154.5 g (1.5 moles) of sulfur dichloride were initially introduced into a stirred flask and 100 g (1.0 mole) of pinacolone were added dropwise in the course of 2 hours at 20°-40° C., whilst stirring and cooling slightly, HCl being released via the reflux condenser. After the reaction mixture had been stirred for a further hour at 40° C., it was added dropwise in the course of 30-60 minutes at 60°-80° C., whilst cooling, to 220 ml of a 40.5% strength solution of 2 moles of dimethylamine in water.... The product is C=CCNC(=O)c1cnc(SC)nc1NC(C)C. RXN SMILES: [CH2:17]([CH:18]=[CH2:19])[NH2:20].[CH3:26][CH2:27][O:28][C:29](=[O:30])[CH3:31].[CH:2]([CH3:3])([CH3:4])[NH:5][c:6]1[n:7][c:8]([S:15][CH3:16])[n:9][cH:10][c:11]1[C:12](=[O:13])[OH:14].[Cl-:1].[O:21]1[CH2:22][CH2:23][CH2:24][CH2:25]1>>[CH:2]([CH3:3])([CH3:4])[NH:5][c:6]1[n:7][c:8]([S:15][CH3:16])[n:9][cH:10][c:11]1[C:12](=[O:14])[NH:20][CH2:17][CH:18]=[CH2:19]. Starting materials: C=CCN, CCOC(C)=O, CSc1ncc(C(=O)O)c(NC(C)C)n1, [Cl-], C1CCOC1. Starting materials: CN(CCN(C)C)C (tetramethylethylenediamine), [Li]CCCC (n-BuLi), solution, Cl (HCl), C(=O)=O (CO2), COC1=CC=CC2=CC=CC=C12 (1-methoxynaphthalene). Run in CCCCCC (hexane), C1CCCCC1 (cyclohexane), CCOCC (Et2O), C1CCCCC1 (cyclohexane). Run at temperature 0 celsius, time 30 minute. Product: COC1=C(C=CC2=CC=CC=C12)C(=O)O (1-methoxy-2-naphthalene carboxylic acid). The yield is 77.0%. As a reaction SMILES: [Li]CCCC.CN(C)CCN(C)C.[CH3:14][O:15][C:16]1[C:25]2[C:20](=[CH:21][CH:22]=[CH:23][CH:24]=2)[CH:19]=[CH:18][CH:17]=1.[C:26](=[O:28])=[O:27].Cl>CCCCCC.C1CCCCC1.CCOCC>[CH3:14][O:15][C:16]1[C:25]2[C:20](=[CH:21][CH:22]=[CH:23][CH:24]=2)[CH:19]=[CH:18][C:17]=1[C:26]([OH:28])=[O:27]. Procedure details: Reference: J. Organomet. Chem., 20 (1969) p. 251-252. n-BuLi (208.60 mmol, 83.44 ml of a 2.5 M solution in hexane, Aldrich) was stirred under argon in 42 ml of dry cyclohexane. This solution was cooled to 0° C. and treated dropwise (10 min.) with distilled tetramethylethylenediamine (TMEDA) (208.6 mmol, 24.24 g, 31.48 ml). The resulting slurry was stirred at 0° C. for 30 minutes, then treated dropwise (20 minutes) with a solution of 1-methoxynaphthalene (208.60 mmol, 33 g, 30.28 ml) (Aldrich Che... Reactants: ClC=1C=2N(C=CN1)N=NN2 (8-Chlorotetrazolo[1,5-a]pyrazine), O=[Si]=O (Celite 545), [OH-].[Na+] (sodium hydroxide), CN1CCNCC1 (1-Methylpiperazine). Run in O (water), C(Cl)Cl (methylene chloride). Conditions: temperature 5 celsius, time 15 minute. Product: CN1CCN(CC1)C=1C=2N(C=CN1)N=NN2 (8-(4-Methylpiperazin-1-yl)tetrazolo[1,5-a]pyrazine). The yield is 81.3%. RXN SMILES: Cl[C:2]1[C:3]2[N:4]([N:8]=[N:9][N:10]=2)[CH:5]=[CH:6][N:7]=1.[CH3:11][N:12]1[CH2:17][CH2:16][NH:15][CH2:14][CH2:13]1.O=[Si]=O.[OH-].[Na+]>C(Cl)Cl.O>[CH3:11][N:12]1[CH2:17][CH2:16][N:15]([C:2]2[C:3]3[N:4]([N:8]=[N:9][N:10]=3)[CH:5]=[CH:6][N:7]=2)[CH2:14][CH2:13]1 |f:3.4|. Procedure: 8-Chlorotetrazolo[1,5-a]pyrazine (100 g, 0.643 mol, 1 eq.) was suspended in methylene chloride (650 ml) and cooled to 3-7° C. under nitrogen. 1-Methylpiperazine (156 g, 1.56 mol, 2.42 eq) was added at such a rate that the temperature of the reaction mixture was maintained at 3-7° C. The mixture is stirred at approximately 10° C. for 15 minutes after which time conversion to product was ≧99%. Celite 545 (40 g) and water (260 g) were added and the pH of the suspension adjusted to 9.5-9.8 by the ad... The reactants are O=C([O-])[O-], COCCOC, COC(=O)c1ccc(C(=O)NC(C)c2ccc(Br)cc2)s1, CCO, [Cs+], [Cs+], [Pd], c1ccc(P(c2ccccc2)c2ccccc2)cc1, c1ccc(P(c2ccccc2)c2ccccc2)cc1, c1ccc(P(c2ccccc2)c2ccccc2)cc1, c1ccc(P(c2ccccc2)c2ccccc2)cc1, OB(O)c1cccs1. Yields the product COC(=O)c1ccc(C(=O)NC(C)c2ccc(-c3cccs3)cc2)s1. RXN SMILES: [C:30](=[O:31])([O-:32])[O-:33].[CH2:36]([CH2:37][O:38][CH3:39])[O:40][CH3:41].[CH3:1][O:2][C:3](=[O:4])[c:5]1[s:6][c:7]([C:10]([NH:11][CH:12]([CH3:13])[c:14]2[cH:15][cH:16][c:17]([Br:20])[cH:18][cH:19]2)=[O:21])[cH:8][cH:9]1.[CH3:42][CH2:43][OH:44].[Cs+:34].[Cs+:35].[Pd:45].[c:103]1([P:104]([c:105]2[cH:106][cH:107][cH:108][cH:109][cH:110]2)[c:111]2[cH:112][cH:113][cH:114][cH:115][cH:116]2)[cH:117][cH:118][cH:119][cH:120][cH:121]1.[c:46]1([P:47]([c:48]2[cH:49][cH:50][cH:51][cH:52][cH:53]2)[c:54]2[cH:55][cH:56][cH:57][cH:58][cH:59]2)[cH:60][cH:61][cH:62][cH:63][cH:64]1.[c:65]1([P:66]([c:67]2[cH:68][cH:69][cH:70][cH:71][cH:72]2)[c:73]2[cH:74][cH:75][cH:76][cH:77][cH:78]2)[cH:79][cH:80][cH:81][cH:82][cH:83]1.[c:84]1([P:85]([c:86]2[cH:87][cH:88][cH:89][cH:90][cH:91]2)[c:92]2[cH:93][cH:94][cH:95][cH:96][cH:97]2)[cH:98][cH:99][cH:100][cH:101][cH:102]1.[s:22]1[c:23]([B:27]([OH:28])[OH:29])[cH:24][cH:25][cH:26]1>>[CH3:1][O:2][C:3](=[O:4])[c:5]1[s:6][c:7]([C:10]([NH:11][CH:12]([CH3:13])[c:14]2[cH:15][cH:16][c:17](-[c:23]3[s:22][cH:26][cH:25][cH:24]3)[cH:18][cH:19]2)=[O:21])[cH:8][cH:9]1.